From a dataset of the Open Reaction Database (ORD), a public repository of structured organic reaction records. describe an organic reaction: reactants, conditions, products, and yield Reactants: Brc1ccc(I)cc1, C#Cc1ccc(-c2ccc(Cl)cc2)cn1. The product is Clc1ccc(-c2ccc(C#Cc3ccc(Br)cc3)nc2)cc1. RXN SMILES: [Br:1][c:2]1[cH:3][cH:4][c:5]([I:8])[cH:6][cH:7]1.[Cl:9][c:10]1[cH:11][cH:12][c:13](-[c:16]2[cH:17][cH:18][c:19]([C:22]#[CH:23])[n:20][cH:21]2)[cH:14][cH:15]1>>[Br:1][c:2]1[cH:3][cH:4][c:5]([C:23]#[C:22][c:19]2[cH:18][cH:17][c:16](-[c:13]3[cH:12][cH:11][c:10]([Cl:9])[cH:15][cH:14]3)[cH:21][n:20]2)[cH:6][cH:7]1. Starting materials: ClC=1C2=C(N=CN1)NC=C2 (4-chloro-7H-pyrrolo[2,3-d]pyrimidine), C1(CC1)[Mg]Br (cyclopropylmagnesium bromide), ClCCl (dichloromethane). The reagents and catalysts are C1=CC=C(C=C1)P([C-]2C=CC=C2)C3=CC=CC=C3.C1=CC=C(C=C1)P([C-]2C=CC=C2)C3=CC=CC=C3.Cl[Pd]Cl.[Fe+2] ([1,1′-bis(diphenylphosphino)ferrocene]dichloropalladium(II)). Solvent: C1(=CC=CC=C1)C (toluene). Reaction conditions: temperature 60 celsius. Product: C1(CC1)C=1C2=C(N=CN1)NC=C2 (4-cyclopropyl-7H-pyrrolo[2,3-d]pyrimidine). Yield: 99.4%. RXN SMILES: Cl[C:2]1[C:3]2[CH:10]=[CH:9][NH:8][C:4]=2[N:5]=[CH:6][N:7]=1.[CH:11]1([Mg]Br)[CH2:13][CH2:12]1.ClCCl>C1C=CC(P(C2C=CC=CC=2)[C-]2C=CC=C2)=CC=1.C1C=CC(P(C2C=CC=CC=2)[C-]2C=CC=C2)=CC=1.Cl[Pd]Cl.[Fe+2].C1(C)C=CC=CC=1>[CH:11]1([C:2]2[C:3]3[CH:10]=[CH:9][NH:8][C:4]=3[N:5]=[CH:6][N:7]=2)[CH2:13][CH2:12]1 |f:3.4.5.6|. Procedure details: 4-Chloro-7H-pyrrolo[2,3-d]pyrimidine (9, 0.452 g, 2.94 mmol), cyclopropylmagnesium bromide (17, 31.4 mL, 0.50 M in tetrahydrofuran, 15.7 mmol), and [1,1′-bis(diphenylphosphino)ferrocene]dichloropalladium(II) 1:1 complex with dichloromethane (0.240 g, 0.294 mmol) are combined with 15.4 mL of toluene. The reaction is heated at 60° C. overnight, then quenched with 1 M aqueous hydrochloric acid to pH 4 and filtered through a bed of celite. The layers of the filtrate are separated and the aqueous lay... Starting materials: C1CCOC1, Cc1ccc(-c2cn(CC3COC(C)(C)O3)nn2)cc1C(=O)c1ccc(Nc2ccc(F)cc2F)cc1Cl, Cl, [Na+], O=C([O-])O. The product is Cc1ccc(-c2cn(CC(O)CO)nn2)cc1C(=O)c1ccc(Nc2ccc(F)cc2F)cc1Cl. As a reaction SMILES: [CH2:45]1[O:46][CH2:47][CH2:48][CH2:49]1.[Cl:1][c:2]1[c:3]([C:17](=[O:18])[c:19]2[c:20]([CH3:38])[cH:21][cH:22][c:23](-[c:25]3[n:26][n:27][n:28]([CH2:30][CH:31]4[O:32][C:33]([CH3:36])([CH3:37])[O:34][CH2:35]4)[cH:29]3)[cH:24]2)[cH:4][cH:5][c:6]([NH:8][c:9]2[c:10]([F:16])[cH:11][c:12]([F:15])[cH:13][cH:14]2)[cH:7]1.[ClH:39].[Na+:44].[O-:40][C:41]([OH:42])=[O:43]>>[Cl:1][c:2]1[c:3]([C:17](=[O:18])[c:19]2[c:20]([CH3:38])[cH:21][cH:22][c:23](-[c:25]3[n:26][n:27][n:28]([CH2:30][CH:31]([OH:32])[CH2:35][OH:34])[cH:29]3)[cH:24]2)[cH:4][cH:5][c:6]([NH:8][c:9]2[c:10]([F:16])[cH:11][c:12]([F:15])[cH:13][cH:14]2)[cH:7]1. Conditions: temperature 40 celsius, time 30 minute. Yields the product C(C)(C)(C)N1N=C2C=C(C=CC2=C1)[N+](=O)[O-] (2-(tert-butyl)-6-nitro-2H-indazole). Reactants: C(C)(C)(C)N (Tert-butylamine), [N+](=O)([O-])C1=C(C=O)C=CC(=C1)[N+](=O)[O-] (2,4-dinitrobenzaldehyde). Procedure: Tert-butylamine (2 mL) was added to a solution of 2,4-dinitrobenzaldehyde (1.96 g) in ethanol (10 mL), and the reaction solution was stirred at 40° C. for 30 minutes. The solvent was evaporated under vacuum, then tert-butylamine (1 mL) was added to the resultant residue, and the reaction solution was heated at 50° C. for 30 minutes. The solvent was evaporated under vacuum, then trimethyl phosphite (6 mL) was added, and the reaction solution was stirred at 110° C. for 1 hour. The solvent was evap... The solvent is C(C)O (ethanol). As a reaction SMILES: [C:1]([NH2:5])([CH3:4])([CH3:3])[CH3:2].[N+:6]([C:9]1[CH:16]=[C:15]([N+:17]([O-:19])=[O:18])[CH:14]=[CH:13][C:10]=1[CH:11]=O)([O-])=O>C(O)C>[C:1]([N:5]1[CH:11]=[C:10]2[C:9]([CH:16]=[C:15]([N+:17]([O-:19])=[O:18])[CH:14]=[CH:13]2)=[N:6]1)([CH3:4])([CH3:3])[CH3:2]. The reactants are ester, CC(C)C[AlH]CC(C)C (DIBAL-H), CC(C)C[AlH]CC(C)C (DIBAL-H), COC(CCC1=CC=2CC3CCC(CC2C=C1)C3NC(=O)OC(C)(C)C)=O (3-(13-tert-Butoxycarbonylamino-tricyclo-[8.2.1.03,8]trideca-3(8),4,6-trien-5-yl)-propionic acid methyl ester), CC(C)C[AlH]CC(C)C (DIBAL-H). The solvent is C1(=CC=CC=C1)C (toluene). Conditions: temperature -78 celsius, time 2 hour. The product is C(C)(C)(C)OC(NC1C2CC=3C=C(C=CC3CC1CC2)CCC=O)=O ([5-(3-Oxo-propyl)-tricyclo[8.2.1.03,8]trideca-3(8),4,6-trien-13-yl]-carbamic acid tert-butyl ester). The yield is 55.8%. Reaction SMILES: CC(C[AlH]CC(C)C)C.C[O:11][C:12](=O)[CH2:13][CH2:14][C:15]1[CH:26]=[CH:25][C:24]2[CH2:23][CH:22]3[CH:27]([NH:28][C:29]([O:31][C:32]([CH3:35])([CH3:34])[CH3:33])=[O:30])[CH:19]([CH2:20][CH2:21]3)[CH2:18][C:17]=2[CH:16]=1>C1(C)C=CC=CC=1>[C:32]([O:31][C:29](=[O:30])[NH:28][CH:27]1[CH:22]2[CH2:21][CH2:20][CH:19]1[CH2:18][C:17]1[CH:16]=[C:15]([CH2:14][CH2:13][CH:12]=[O:11])[CH:26]=[CH:25][C:24]=1[CH2:23]2)([CH3:35])([CH3:33])[CH3:34]. Reported procedure: DIBAL-H (1M in toluene, 855 μl, 0.855 mmol) was added dropwise to a stirred solution of the product of Step 1 (290 mg, 0.777 mmol) in toluene (8 ml) maintaining the reaction temperature below −70° C. After stirring at −78° C. for 2 hours, more DIBAL-H (77 μl) was added and stirring was continued for 2 additional hours at −78° C. The mixture was quenched with methanol at −78° C., allowed to warm to room temperature and dispersed between ethyl acetate and 1N HCl. The organic phase was washed with ... Reactants: COC(C1=C(C=CC=C1)CC1=C(C=CC(=C1)Cl)NC(C(C)C1=CC=CC2=CC=CC=C12)=O)=O (2-[5-chloro-2-[2-(1-naphthyl)propanoylamino]phenylmethyl]benzoic acid methyl ester), aqueous solution, [OH-].[Na+] (sodium hydroxide), Cl (hydrochloric acid). Run in methanol-dioxane. Conditions: temperature 50 celsius, time 3 hour. The product is ClC=1C=CC(=C(C1)CC1=C(C(=O)O)C=CC=C1)NC(C(C)C1=CC=CC2=CC=CC=C12)=O (2-[5-chloro-2-[2-(1-naphthyl)propanoylamino]phenylmethyl]benzoic acid). The yield is 80.2%. Reaction SMILES: C[O:2][C:3](=[O:33])[C:4]1[CH:9]=[CH:8][CH:7]=[CH:6][C:5]=1[CH2:10][C:11]1[CH:16]=[C:15]([Cl:17])[CH:14]=[CH:13][C:12]=1[NH:18][C:19](=[O:32])[CH:20]([C:22]1[C:31]2[C:26](=[CH:27][CH:28]=[CH:29][CH:30]=2)[CH:25]=[CH:24][CH:23]=1)[CH3:21].[OH-].[Na+].Cl>>[Cl:17][C:15]1[CH:14]=[CH:13][C:12]([NH:18][C:19](=[O:32])[CH:20]([C:22]2[C:31]3[C:26](=[CH:27][CH:28]=[CH:29][CH:30]=3)[CH:25]=[CH:24][CH:23]=2)[CH3:21])=[C:11]([CH2:10][C:5]2[CH:6]=[CH:7][CH:8]=[CH:9][C:4]=2[C:3]([OH:33])=[O:2])[CH:16]=1 |f:1.2|. Procedure details: To a solution of 2-[5-chloro-2-[2-(1-naphthyl) propanoylamino]phenyl methyl]benzoic acid methyl ester (440 mg; prepared in Example 1.) in methanol-dioxane (1:1; 8 ml) was added 2 mol/L aqueous solution of sodium hydroxide (3 ml) and the mixture was stirred for 3 hours at 50° C. The solution was acidified with hydrochloric acid and was extracted with ethyl acetate. The organic layer was washed with water and a saturated aqueous solution of sodium chloride, dried and concentrated to give a crude c... The reactants are ClC=1C=C(C=CC1NC(C)=O)CC(=O)O (3-chloro-4-acetamidophenylacetic acid), Cl (HCl), CO (methanol). Conditions: time 16 hour. The product is ClC=1C=C(C=CC1N)CC(=O)OC (methyl 3-chloro-4-aminophenylacetate). RXN SMILES: [Cl:1][C:2]1[CH:3]=[C:4]([CH2:12][C:13]([OH:15])=[O:14])[CH:5]=[CH:6][C:7]=1[NH:8]C(=O)C.Cl.[CH3:17]O>>[Cl:1][C:2]1[CH:3]=[C:4]([CH2:12][C:13]([O:15][CH3:17])=[O:14])[CH:5]=[CH:6][C:7]=1[NH2:8]. Procedure: A solution of 3-chloro-4-acetamidophenylacetic acid (180 grams, 0.79 moles) in methanol (2 L), was treated with concentrated HCl (200 mL) and the resulting solution refluxed for 6 hours and then stirred at room temperature for 16 hours. The mixture was concentrated in vacuo to about one-half its volume and ether (4 L) was added. The resulting precipitate was filtered, washed with ether and dried to give the title compound (173 grams) as a tan solid NMR, (CD3OD): δ3.70 (s, 2H); 3.73 (s, 3H); 7.35...